The task is: describe an organic reaction: reactants, conditions, products, and yield. This data is from the Open Reaction Database (ORD), a public repository of structured organic reaction records. The reactants are FC=1C(=NC(=NC1)C1=CN(C2=NC=C(C=C21)F)S(=O)(=O)C2=CC=C(C)C=C2)NC(CC(=O)OCC)C2(CCCC2)C(F)(F)F (racemic ethyl 3-(5-fluoro-2-(5-fluoro-1-tosyl-1H-pyrrolo[2,3-b]pyridin-3-yl)pyrimidin-4-ylamino)-3-(1-(trifluoromethyl)cyclopentyl)propanoate), FC=1C(=NC(=NC1)C1=CN(C2=NC=C(C=C21)F)S(=O)(=O)C2=CC=C(C)C=C2)NC(CC(=O)OCC)C2(CCCC2)C(F)(F)F ((+/−)-ethyl 3-(5-fluoro-2-(5-fluoro-1-tosyl-1H-pyrrolo[2,3-b]pyridin-3-yl)pyrimidin-4-ylamino)-3-(1-(trifluoromethyl)cyclopentyl)propanoate), [OH-].[Li+] (lithium hydroxide). Solvent: C1CCOC1 (THF). Yields the product FC=1C(=NC(=NC1)C1=CNC2=NC=C(C=C21)F)NC(CC(=O)O)C2(CCCC2)C(F)(F)F ((+/−)-3-(5-fluoro-2-(5-fluoro-1H-pyrrolo[2,3-b]pyridin-3-yl)pyrimidin-4-ylamino)-3-(1-(trifluoromethyl)cyclopentyl)propanoic acid). RXN SMILES: [F:1][C:2]1[C:3]([NH:28][CH:29]([C:36]2([C:41]([F:44])([F:43])[F:42])[CH2:40][CH2:39][CH2:38][CH2:37]2)[CH2:30][C:31]([O:33]CC)=[O:32])=[N:4][C:5]([C:8]2[C:16]3[C:11](=[N:12][CH:13]=[C:14]([F:17])[CH:15]=3)[N:10](S(C3C=CC(C)=CC=3)(=O)=O)[CH:9]=2)=[N:6][CH:7]=1.[OH-].[Li+]>C1COCC1>[F:1][C:2]1[C:3]([NH:28][CH:29]([C:36]2([C:41]([F:43])([F:44])[F:42])[CH2:40][CH2:39][CH2:38][CH2:37]2)[CH2:30][C:31]([OH:33])=[O:32])=[N:4][C:5]([C:8]2[C:16]3[C:11](=[N:12][CH:13]=[C:14]([F:17])[CH:15]=3)[NH:10][CH:9]=2)=[N:6][CH:7]=1 |f:1.2|. Reported procedure: To a solution of racemic ethyl 3-(5-fluoro-2-(5-fluoro-1-tosyl-1H-pyrrolo[2,3-b]pyridin-3-yl)pyrimidin-4-ylamino)-3-(1-(trifluoromethyl)cyclopentyl)propanoate, 197a, (0.080 g, 0.120 mmol) in THF (10 mL) was added lithium hydroxide (2 mL of 2N solution). The reaction was refluxed for 3 hours and cooled to room temperature. The non aqueous solvent was removed under reduced pressure and the aqueous layer was adjusted to pH 4. The aqueous layer was extracted with ethyl acetate (2×20 mL). The combine... Reactants: OC(c1ccc(Br)cc1)C(F)(F)F, O=C([O-])O, O=C([O-])[O-], CC(C)(F)CC(NC(c1ccc(B2OC(C)(C)C(C)(C)O2)cc1)C(F)(F)F)C(=O)NC1(C#N)CC1, ClCCl, [Na+], [Na+], [Na+], CN(C)C=O. Yields the product CC(C)(F)CC(NC(c1ccc(-c2ccc(C(O)C(F)(F)F)cc2)cc1)C(F)(F)F)C(=O)NC1(C#N)CC1. RXN SMILES: [Br:41][c:42]1[cH:43][cH:44][c:45]([CH:48]([C:49]([F:50])([F:51])[F:52])[OH:53])[cH:46][cH:47]1.[C:54](=[O:55])([OH:56])[O-:57].[C:59](=[O:60])([O-:61])[O-:62].[C:6](#[N:7])[C:8]1([NH:11][C:12]([CH:13]([NH:14][CH:15]([C:16]([F:17])([F:18])[F:19])[c:20]2[cH:21][cH:22][c:23]([B:26]3[O:27][C:28]([CH3:29])([CH3:30])[C:31]([CH3:32])([CH3:33])[O:34]3)[cH:24][cH:25]2)[CH2:35][C:36]([CH3:37])([CH3:38])[F:39])=[O:40])[CH2:9][CH2:10]1.[Cl:65][CH2:66][Cl:67].[Na+:58].[Na+:63].[Na+:64].[O:1]=[CH:2][N:3]([CH3:4])[CH3:5]>>[C:6](#[N:7])[C:8]1([NH:11][C:12]([CH:13]([NH:14][CH:15]([C:16]([F:17])([F:18])[F:19])[c:20]2[cH:21][cH:22][c:23](-[c:42]3[cH:43][cH:44][c:45]([CH:48]([C:49]([F:50])([F:51])[F:52])[OH:53])[cH:46][cH:47]3)[cH:24][cH:25]2)[CH2:35][C:36]([CH3:37])([CH3:38])[F:39])=[O:40])[CH2:9][CH2:10]1. Starting materials: [H-].[Na+] (Sodium hydride), products, FC=1C=C(C=CC1C=1N=NNC1)N1C(O[C@H](C1)CN1N=NC=C1)=O ((5R)-3-[3-Fluoro-4-(1H-1,2,3-triazol-4-yl)phenyl]-5-(1H-1,2,3-triazol-1-ylmethyl)-1,3-oxazolidin-2-one), IC (Iodomethane). Run in CS(=O)C (dimethylsulfoxide), CN(C=O)C (N,N-dimethylformamide), O (water). Run at time 30 minute. Product: FC=1C=C(C=CC1C=1N=NN(C1)C)N1C(O[C@H](C1)CN1N=NC=C1)=O ((5R)-3-[3-Fluoro-4-(1-methyl-1H-1,2,3-triazol-4-yl)phenyl]-5-(1H-1,2,3-triazol-1-ylmethyl)-1,3-oxazolidin-2-one). RXN SMILES: [F:1][C:2]1[CH:3]=[C:4]([N:13]2[CH2:17][C@H:16]([CH2:18][N:19]3[CH:23]=[CH:22][N:21]=[N:20]3)[O:15][C:14]2=[O:24])[CH:5]=[CH:6][C:7]=1[C:8]1[N:9]=[N:10][NH:11][CH:12]=1.[H-].[Na+].I[CH3:28]>CN(C)C=O.O.CS(C)=O>[F:1][C:2]1[CH:3]=[C:4]([N:13]2[CH2:17][C@H:16]([CH2:18][N:19]3[CH:23]=[CH:22][N:21]=[N:20]3)[O:15][C:14]2=[O:24])[CH:5]=[CH:6][C:7]=1[C:8]1[N:9]=[N:10][N:11]([CH3:28])[CH:12]=1 |f:1.2|. Procedure details: (5R)-3-[3-Fluoro-4-(1H-1,2,3-triazol-4-yl)phenyl]-5-(1H-1,2,3-triazol-1-ylmethyl)-1,3-oxazolidin-2-one (Example 7, 1.7 g, 5.2 mmol) was stirred in N,N-dimethylformamide at 0° C. Sodium hydride (0.40 g, 10 mol) was added and the mixture was stirred for 30 minutes. Iodomethane (0.88 g, 6.2 mmol) was added and the reaction was stirred for three days, slowly warming to room temperature. The mixture was diluted with water and extracted using ethyl acetate. The organic layer was washed with water, dri... Conditions: time 16 hour. Solvent: CN(C)C=O (DMF). Reaction SMILES: [Br:1][C:2]1[CH:3]=[C:4]([CH:8]=[CH:9][C:10]=1[O:11][C:12]1[CH:17]=[CH:16][C:15]([Cl:18])=[CH:14][CH:13]=1)[C:5](O)=[O:6].[CH3:19][S:20]([NH2:23])(=[O:22])=[O:21].CCN=C=NCCCN(C)C>CN(C1C=CN=CC=1)C.CN(C=O)C>[Br:1][C:2]1[CH:3]=[C:4]([CH:8]=[CH:9][C:10]=1[O:11][C:12]1[CH:17]=[CH:16][C:15]([Cl:18])=[CH:14][CH:13]=1)[C:5]([NH:23][S:20]([CH3:19])(=[O:22])=[O:21])=[O:6]. Procedure details: A mixture of 3-bromo-4-(4-chlorophenoxy)-benzoic acid (Preparation 29, 19 g, 58 mmol), methanesulfonamide (9.67 g, 102 mmol), EDCI (19.33 g, 101.5 mmol) and DMAP (12.34 g, 101.5 mmol) in DMF (200 mL) was stirred at room temperature for 16 hours. The reaction mixture was evaporated in vacuo, diluted with DCM (500 mL), washed with aqueous 1M HCl (3×100 mL), dried over sodium sulfate, filtered and concentrated in vacuo. The residue was purified by silica gel chromatography eluting with 50% petroleu... Yield: 23.0%. Reagents/catalysts: CN(C)C=1C=CN=CC1 (DMAP). The product is BrC=1C=C(C(=O)NS(=O)(=O)C)C=CC1OC1=CC=C(C=C1)Cl (3-Bromo-4-(4-chlorophenoxy)-N-(methylsulfonyl)benzamide). Reactants: BrC=1C=C(C(=O)O)C=CC1OC1=CC=C(C=C1)Cl (3-bromo-4-(4-chlorophenoxy)-benzoic acid), CS(=O)(=O)N (methanesulfonamide), CCN=C=NCCCN(C)C (EDCI).